Dataset: the Open Reaction Database (ORD), a public repository of structured organic reaction records. Task: describe an organic reaction: reactants, conditions, products, and yield Starting materials: C1CCOC1, COc1ccc(CO)cc1, O=C1NC(=O)C2(Cc3ccc([N+](=O)[O-])cc3C2)N1, CCOC(=O)N=NC(=O)OCC, c1ccc(P(c2ccccc2)c2ccccc2)cc1. Product: COc1ccc(CN2C(=O)NC3(Cc4ccc([N+](=O)[O-])cc4C3)C2=O)cc1. As a reaction SMILES: [CH2:60]1[O:61][CH2:62][CH2:63][CH2:64]1.[CH3:19][O:20][c:21]1[cH:22][cH:23][c:24]([CH2:25][OH:26])[cH:27][cH:28]1.[N+:1](=[O:2])([O-:3])[c:4]1[cH:5][c:6]2[c:16]([cH:17][cH:18]1)[CH2:15][C:8]1([CH2:7]2)[NH:9][C:10](=[O:14])[NH:11][C:12]1=[O:13].[O:29]=[C:30]([O:31][CH2:32][CH3:33])[N:34]=[N:35][C:36]([O:37][CH2:38][CH3:39])=[O:40].[c:41]1([P:42]([c:43]2[cH:44][cH:45][cH:46][cH:47][cH:48]2)[c:49]2[cH:50][cH:51][cH:52][cH:53][cH:54]2)[cH:55][cH:56][cH:57][cH:58][cH:59]1>>[N+:1](=[O:2])([O-:3])[c:4]1[cH:5][c:6]2[c:16]([cH:17][cH:18]1)[CH2:15][C:8]1([CH2:7]2)[NH:9][C:10](=[O:14])[N:11]([CH2:25][c:24]2[cH:23][cH:22][c:21]([O:20][CH3:19])[cH:28][cH:27]2)[C:12]1=[O:13]. Reactants: C1(=CC=CC=C1)C1=C(N=C2C(=N1)N=CC=C2)C2=CC=C(C=C2)C (3-Phenyl-2-p-tolylpyrido[2,3-b]pyrazine), C(=O)[O-].[NH4+] (ammonium formate). The reagents and catalysts are [Pd] (palladium on carbon). Solvent: CO (MeOH). Product: C1(=CC=CC=C1)C1=C(N=C2C(=N1)NCCC2)C2=CC=C(C=C2)C (3-Phenyl-2-p-tolyl-5,6,7,8-tetrahydropyrido[2,3-b]pyrazine). As a reaction SMILES: [C:1]1([C:7]2[N:12]=[C:11]3[N:13]=[CH:14][CH:15]=[CH:16][C:10]3=[N:9][C:8]=2[C:17]2[CH:22]=[CH:21][C:20]([CH3:23])=[CH:19][CH:18]=2)[CH:6]=[CH:5][CH:4]=[CH:3][CH:2]=1.C([O-])=O.[NH4+]>CO.[Pd]>[C:1]1([C:7]2[N:12]=[C:11]3[NH:13][CH2:14][CH2:15][CH2:16][C:10]3=[N:9][C:8]=2[C:17]2[CH:18]=[CH:19][C:20]([CH3:23])=[CH:21][CH:22]=2)[CH:6]=[CH:5][CH:4]=[CH:3][CH:2]=1 |f:1.2|. Procedure details: 3-Phenyl-2-p-tolylpyrido[2,3-b]pyrazine (step 4) (179 mg, 0.602 mmol) under nitrogen in dry MeOH (5 ml) was treated with ammonium formate (190 mg, 3.01 mmol) and 10% palladium on carbon (64.1 mg, 0.060 mmol). The resulting mixture was heated at reflux for 16 hours. After cooling to RT, the mixture was filtered through Celite® (filter material) and the catalyst was washed with MeOH and MeOH/DCM (1:1). The filtrate was concentrated in vacuo and dissolved in DCM (50 ml). The solution was washed wit... Reactants: OBO, Brc1ccccc1, Cc1cc(-c2ccc(Cl)c(C)c2)nc(Cl)n1. The product is Cc1cc(-c2ccc(Cl)c(C)c2)nc(-c2cccc(Br)c2)n1. Reaction SMILES: [BH:17]([OH:18])[OH:19].[Br:20][c:21]1[cH:22][cH:23][cH:24][cH:25][cH:26]1.[Cl:1][c:2]1[n:3][c:4]([CH3:16])[cH:5][c:6](-[c:8]2[cH:9][c:10]([CH3:15])[c:11]([Cl:14])[cH:12][cH:13]2)[n:7]1>>[c:2]1(-[c:25]2[cH:24][cH:23][cH:22][c:21]([Br:20])[cH:26]2)[n:3][c:4]([CH3:16])[cH:5][c:6](-[c:8]2[cH:9][c:10]([CH3:15])[c:11]([Cl:14])[cH:12][cH:13]2)[n:7]1. Starting materials: CC(C)(C)OC(=O)CNCc1cnc(NC(=O)N(C2CCCCC2)C2CCCCC2)s1, ClCCl, CCOCC, Cl. Yields the product O=C(O)CNCc1cnc(NC(=O)N(C2CCCCC2)C2CCCCC2)s1. As a reaction SMILES: [C:1]([CH3:2])([CH3:3])([CH3:4])[O:5][C:6]([CH2:7][NH:8][CH2:9][c:10]1[cH:11][n:12][c:13]([NH:15][C:16](=[O:17])[N:18]([CH:19]2[CH2:20][CH2:21][CH2:22][CH2:23][CH2:24]2)[CH:25]2[CH2:26][CH2:27][CH2:28][CH2:29][CH2:30]2)[s:14]1)=[O:31].[CH2:33]([Cl:34])[Cl:35].[CH3:36][CH2:37][O:38][CH2:39][CH3:40].[ClH:32]>>[O:5]=[C:6]([CH2:7][NH:8][CH2:9][c:10]1[cH:11][n:12][c:13]([NH:15][C:16](=[O:17])[N:18]([CH:19]2[CH2:20][CH2:21][CH2:22][CH2:23][CH2:24]2)[CH:25]2[CH2:26][CH2:27][CH2:28][CH2:29][CH2:30]2)[s:14]1)[OH:31]. Reactants: ClC=1C(=C2C(=NC1)N(C(=C2)C=2C=C1CCN(C1=CC2)C(CN(C)C)=O)S(=O)(=O)C2=CC=C(C)C=C2)C2=CN=C(S2)C2(CCC2)OCOC (1-(5-(5-chloro-4-(2-(1-(methoxymethoxy)cyclobutyl)thiazol-5-yl)-1-tosyl-1H-pyrrolo[2,3-b]pyridin-2-yl)indolin-1-yl)-2-(dimethylamino)ethanone), Cl (HCl). Solvent: O1CCCC1 (tetrahydrofuran). Reaction conditions: temperature 65 celsius. The product is ClC=1C(=C2C(=NC1)N(C(=C2)C=2C=C1CCN(C1=CC2)C(CN(C)C)=O)S(=O)(=O)C2=CC=C(C)C=C2)C2=CN=C(S2)C2(CCC2)O (1-(5-(5-chloro-4-(2-(1-hydroxycyclobutyl)thiazol-5-yl)-1-tosyl-1H-pyrrolo[2,3-b]pyridin-2-yl)indolin-1-yl)-2-(dimethylamino)ethanone). As a reaction SMILES: [Cl:1][C:2]1[C:3]([C:36]2[S:40][C:39]([C:41]3([O:45]COC)[CH2:44][CH2:43][CH2:42]3)=[N:38][CH:37]=2)=[C:4]2[CH:10]=[C:9]([C:11]3[CH:12]=[C:13]4[C:17](=[CH:18][CH:19]=3)[N:16]([C:20](=[O:25])[CH2:21][N:22]([CH3:24])[CH3:23])[CH2:15][CH2:14]4)[N:8]([S:26]([C:29]3[CH:35]=[CH:34][C:32]([CH3:33])=[CH:31][CH:30]=3)(=[O:28])=[O:27])[C:5]2=[N:6][CH:7]=1.Cl>O1CCCC1>[Cl:1][C:2]1[C:3]([C:36]2[S:40][C:39]([C:41]3([OH:45])[CH2:44][CH2:43][CH2:42]3)=[N:38][CH:37]=2)=[C:4]2[CH:10]=[C:9]([C:11]3[CH:12]=[C:13]4[C:17](=[CH:18][CH:19]=3)[N:16]([C:20](=[O:25])[CH2:21][N:22]([CH3:23])[CH3:24])[CH2:15][CH2:14]4)[N:8]([S:26]([C:29]3[CH:35]=[CH:34][C:32]([CH3:33])=[CH:31][CH:30]=3)(=[O:27])=[O:28])[C:5]2=[N:6][CH:7]=1. Reported procedure: A solution of Example 52C (0.083 g, 0.118 mmol) in tetrahydrofuran (0.8 mL) was treated with 10% aqueous HCl solution (0.25 mL), and the reaction was heated at 65° C. for 4 hours. The reaction was cooled to ambient temperature and concentrated under reduced pressure. The concentrate was partitioned between ethyl acetate and saturated aqueous sodium bicarbonate. The aqueous layer was extracted with additional ethyl acetate. The combined organic layers were washed with brine, dried over anhydrous ... The reactants are CO, O=CC(O)C(O)C(O)CO, O=S(=O)(O)O. Product: CC1(O)OC(CO)C(O)C1O. As a reaction SMILES: [CH3:16][OH:17].[O:1]=[CH:2][CH:3]([OH:4])[CH:5]([OH:6])[CH:7]([OH:8])[CH2:9][OH:10].[S:11](=[O:12])(=[O:13])([OH:14])[OH:15]>>[OH:1][C:2]1([CH3:16])[CH:3]([OH:4])[CH:5]([OH:6])[CH:7]([CH2:9][OH:10])[O:8]1. The reactants are ClC=1C=C(C=CC1Cl)C(C#N)CCO[Si](C)(C)C(C)(C)C (2-(3,4-dichlorophenyl)-4-(t-butyldimethylsilyloxy)butyronitrile), BrCCC(=O)OCC (ethyl 3-bromopropionate), O1CCCC1 (tetrahydrofuran), C[Si](C)(C)[N-][Si](C)(C)C.[Li+] (lithium bis(trimethylsilyl)amide). Run in C(C)(=O)OCC.CCCCCC (ethyl acetate hexane), O (water). Conditions: time 18 hour. Product: C(#N)C(CCC(=O)OCC)(CCO[Si](C)(C)C(C)(C)C)C1=CC(=C(C=C1)Cl)Cl (ethyl 4-cyano-4-(3,4-dichlorophenyl)-6-(t-butyldimethylsilyloxy)hexanoate). RXN SMILES: [Cl:1][C:2]1[CH:3]=[C:4]([CH:9]([CH2:12][CH2:13][O:14][Si:15]([C:18]([CH3:21])([CH3:20])[CH3:19])([CH3:17])[CH3:16])[C:10]#[N:11])[CH:5]=[CH:6][C:7]=1[Cl:8].O1CCCC1.C[Si]([N-][Si](C)(C)C)(C)C.[Li+].Br[CH2:38][CH2:39][C:40]([O:42][CH2:43][CH3:44])=[O:41]>C(OCC)(=O)C.CCCCCC.O>[C:10]([C:9]([C:4]1[CH:5]=[CH:6][C:7]([Cl:8])=[C:2]([Cl:1])[CH:3]=1)([CH2:12][CH2:13][O:14][Si:15]([C:18]([CH3:21])([CH3:20])[CH3:19])([CH3:16])[CH3:17])[CH2:38][CH2:39][C:40]([O:42][CH2:43][CH3:44])=[O:41])#[N:11] |f:2.3,5.6|. Procedure details: Combine 2-(3,4-dichlorophenyl)-4-(t-butyldimethylsilyloxy)butyronitrile (13.35 g, 38.8 mmol) and anhydrous tetrahydrofuran (50 mL). Cool in a dry-ice/acetone bath. Add dropwise a solution of lithium bis(trimethylsilyl)amide (42.6 mL, 1 M in THF, 42.6 mmol). Add dropwise, ethyl 3-bromopropionate (7.71 g, 42.6 mmol). Warm the reaction mixture to ambient temperature. After 18 hours, add water. Separate the aqueous layer and extract three times with ethyl acetate. Combine the organic layers, dry ove... The reactants are C[P+](C1=CC=CC=C1)(C1=CC=CC=C1)C1=CC=CC=C1 (Methyl triphenylphosphonium), C(C)(=O)OCCCC(=O)C1=CC=C(C(=O)OC)C=C1 (methyl 4-(4-acetoxy-1-oxobutyl)benzoate), solution, C[Si]([N-][Si](C)(C)C)(C)C.[Na+] (sodium hexamethyldisilazide). The solvent is O1CCCC1 (tetrahydrofuran), O1CCCC1 (tetrahydrofuran), O1CCCC1 (tetrahydrofuran). Reaction conditions: time 1 hour. Product: C(C)(=O)OCCCC(=C)C1=CC=C(C(=O)OC)C=C1 (Methyl 4-(5-Acetoxy-pent-1-en-2-yl)benzoate). Reaction SMILES: [CH3:1][P+](C1C=CC=CC=1)(C1C=CC=CC=1)C1C=CC=CC=1.C[Si](C)(C)[N-][Si](C)(C)C.[Na+].[C:31]([O:34][CH2:35][CH2:36][CH2:37][C:38]([C:40]1[CH:49]=[CH:48][C:43]([C:44]([O:46][CH3:47])=[O:45])=[CH:42][CH:41]=1)=O)(=[O:33])[CH3:32]>O1CCCC1>[C:31]([O:34][CH2:35][CH2:36][CH2:37][C:38]([C:40]1[CH:49]=[CH:48][C:43]([C:44]([O:46][CH3:47])=[O:45])=[CH:42][CH:41]=1)=[CH2:1])(=[O:33])[CH3:32] |f:1.2|. Procedure details: Methyl triphenylphosphonium (1.5 g, 1.1 eq) was suspended in 50 ml of anhydrous tetrahydrofuran and 4.0 ml of 1.0M solution of sodium hexamethyldisilazide (1.05 eq) in tetrahydrofuran were added via syringe. The mixture was stirred at room temperature for one hour and a solution of 1.0 g (1.0 eq) of methyl 4-(4-acetoxy-1-oxobutyl)benzoate in anhydrous tetrahydrofuran, was added dropwise. The resulting reaction mixture was stirred for 2 hours at room temperature. Sodium bromide/triphenylphosphine... Reactants: C[S-].[Li+] (lithium thiomethoxide), BrC1=C(CBr)C=CC=C1 (2-bromobenzylbromide), [NH4+].[Cl-] (NH4Cl). The solvent is C(C)O.C1CCOC1 (ethanol THF). Yields the product CSCC1=C(C=CC=C1)Br (o-bromobenzyl methyl sulfide). The yield is 90.7%. RXN SMILES: [CH3:1][S-:2].[Li+].[Br:4][C:5]1[CH:12]=[CH:11][CH:10]=[CH:9][C:6]=1[CH2:7]Br.[NH4+].[Cl-]>C(O)C.C1COCC1>[CH3:1][S:2][CH2:7][C:6]1[CH:9]=[CH:10][CH:11]=[CH:12][C:5]=1[Br:4] |f:0.1,3.4,5.6|. Procedure details: To a stirred solution of lithium thiomethoxide (82.19 mmol, generated from n-BuLi and methylmercaptan) in 130 ml of ethanol/THF (2:3) 2-bromobenzylbromide (12.54 g, 50.17 mmol) was added. After 1 h of reflux 30 ml of a saturated aqueous NH4Cl solution was added. The mixture was concentrated and extracted with ether The organic phase was washed with water and dried with MgSO4. After evaporation the crude product was distilled to give a clear liquid of o-bromobenzyl methyl sulfide 9.88 g (89%). Reactants: Cc1cc(C)c(C#N)cn1, NC(N)=S. Yields the product Cc1cc(C)c(C#N)c(=S)[nH]1. Reaction SMILES: [C:1](#[N:2])[c:3]1[cH:4][n:5][c:6]([CH3:10])[cH:7][c:8]1[CH3:9].[NH2:11][C:12]([NH2:13])=[S:14]>>[C:1](#[N:2])[c:3]1[c:4](=[S:14])[nH:5][c:6]([CH3:10])[cH:7][c:8]1[CH3:9].